Dataset: the Open Reaction Database (ORD), a public repository of structured organic reaction records. Task: describe an organic reaction: reactants, conditions, products, and yield Reactants: O=C1OC2(CN3CCC2CC3)CN1c1ccc(Br)o1, CCCC[Sn](CCCC)(CCCC)c1ccccn1. Yields the product O=C1OC2(CN3CCC2CC3)CN1c1ccc(-c2ccccn2)o1. Reaction SMILES: [Br:1][c:2]1[cH:3][cH:4][c:5]([N:7]2[C:8](=[O:19])[O:9][C:10]3([CH2:11][N:12]4[CH2:13][CH2:14][CH:15]3[CH2:16][CH2:17]4)[CH2:18]2)[o:6]1.[CH2:20]([Sn:21]([CH2:22][CH2:23][CH2:24][CH3:31])([c:25]1[n:26][cH:27][cH:28][cH:29][cH:30]1)[CH2:32][CH2:33][CH2:34][CH3:35])[CH2:36][CH2:37][CH3:38]>>[c:2]1(-[c:25]2[n:26][cH:27][cH:28][cH:29][cH:30]2)[cH:3][cH:4][c:5]([N:7]2[C:8](=[O:19])[O:9][C:10]3([CH2:11][N:12]4[CH2:13][CH2:14][CH:15]3[CH2:16][CH2:17]4)[CH2:18]2)[o:6]1.